Dataset: the Open Reaction Database (ORD), a public repository of structured organic reaction records. Task: describe an organic reaction: reactants, conditions, products, and yield Reactants: C(C1=CC=CC=C1)OC1=CC=C(C=C1)C=1C(N2C=CC3=C(C2=C(C1)C(=O)O)SC=C3)=O (8-[p-(benzyloxy)phenyl]-7-oxo-7H-thieno[2,3-a]quinolizine-10-carboxylic acid), COCCNC1=CC=CC=C1 ((2-methoxy-ethyl)-phenyl-amine), O=S(Cl)Cl (SOCl2), CN(C)C=O (DMF). The solvent is C1(=CC=CC=C1)C (toluene), C(C)N(CC)CC (triethylamine), ClCCl (dichloromethane). The product is COCCN(C(=O)C=1C=C(C(N2C=CC3=C(C12)SC=C3)=O)C3=CC=C(C=C3)OCC3=CC=CC=C3)C3=CC=CC=C3 (8-(4-Benzyloxy-phenyl)-7-oxo-7H-thieno[2,3-a]quinolizine-10-carboxylic acid (2-methoxy-ethyl)-phenyl-amide). As a reaction SMILES: [CH2:1]([O:8][C:9]1[CH:14]=[CH:13][C:12]([C:15]2[C:16](=[O:31])[N:17]3[C:22](=[C:23]([C:25](O)=[O:26])[CH:24]=2)[C:21]2[S:28][CH:29]=[CH:30][C:20]=2[CH:19]=[CH:18]3)=[CH:11][CH:10]=1)[C:2]1[CH:7]=[CH:6][CH:5]=[CH:4][CH:3]=1.O=S(Cl)Cl.CN(C=O)C.[CH3:41][O:42][CH2:43][CH2:44][NH:45][C:46]1[CH:51]=[CH:50][CH:49]=[CH:48][CH:47]=1>C1(C)C=CC=CC=1.ClCCl.C(N(CC)CC)C>[CH3:41][O:42][CH2:43][CH2:44][N:45]([C:46]1[CH:51]=[CH:50][CH:49]=[CH:48][CH:47]=1)[C:25]([C:23]1[CH:24]=[C:15]([C:12]2[CH:11]=[CH:10][C:9]([O:8][CH2:1][C:2]3[CH:3]=[CH:4][CH:5]=[CH:6][CH:7]=3)=[CH:14][CH:13]=2)[C:16](=[O:31])[N:17]2[C:22]=1[C:21]1[S:28][CH:29]=[CH:30][C:20]=1[CH:19]=[CH:18]2)=[O:26]. Reported procedure: From 8-[p-(benzyloxy)phenyl]-7-oxo-7H-thieno[2,3-a]quinolizine-10-carboxylic acid with SOCl2 and DMF in toluene. Then treatment with triethylamine and (2-methoxy-ethyl)-phenyl-amine in dichloromethane.